Dataset: the Open Reaction Database (ORD), a public repository of structured organic reaction records. Task: describe an organic reaction: reactants, conditions, products, and yield Reactants: ClC1=C(N)C(=CC(=C1Cl)Br)C (2,3-dichloro-4-bromo-6-methylaniline), C(C)(=O)[O-].[Na+] (sodium acetate). Procedure: A slurry of 6.50 g (25.5 mmol) of 2,3-dichloro-4-bromo-6-methylaniline and 8.37 g (102 mmol) of sodium acetate in 120 ml of acetic acid-ethanol (1:1, v/v) was treated with 0.65 g of 5% palladium on carbon. The mixture was hydrogenated in a Parr hydrogenation apparatus at an initial pressure of 50 psi for 10 minutes. The reaction mixture was filtered, and the filtrate was concentrated by evaporation at reduced pressure. The residue was partitioned between ether and water, and the organic layer wa... Reaction SMILES: [Cl:1][C:2]1[C:8]([Cl:9])=[C:7](Br)[CH:6]=[C:5]([CH3:11])[C:3]=1[NH2:4].C([O-])(=O)C.[Na+]>C(O)(=O)C.C(O)C.[Pd]>[Cl:1][C:2]1[C:8]([Cl:9])=[CH:7][CH:6]=[C:5]([CH3:11])[C:3]=1[NH2:4] |f:1.2,3.4|. The solvent is C(C)(=O)O.C(C)O (acetic acid ethanol). Reagents/catalysts: [Pd] (palladium on carbon). Yield: 89.0%. Yields the product ClC1=C(N)C(=CC=C1Cl)C (2,3-dichloro-6-methylaniline).